From a dataset of the Open Reaction Database (ORD), a public repository of structured organic reaction records. describe an organic reaction: reactants, conditions, products, and yield Reactants: [NH3+]OCc1ccccc1, [Cl-], CN(C)C=O, O, COC1=CC(=O)c2c(O)c3c(c(O)c2C1=O)C(=O)C1(CCc2cc4cc(C=O)[nH]c(=O)c4c(O)c21)C3=O, c1ccncc1. Product: COC1=CC(=O)c2c(O)c3c(c(O)c2C1=O)C(=O)C1(CCc2cc4cc(C=NOCc5ccccc5)[nH]c(=O)c4c(O)c21)C3=O. As a reaction SMILES: [CH2:39]([c:40]1[cH:41][cH:42][cH:43][cH:44][cH:45]1)[O:46][NH3+:47].[Cl-:38].[O:55]=[CH:56][N:57]([CH3:58])[CH3:59].[OH2:54].[OH:1][c:2]1[c:3]2[c:4]([c:5]([OH:16])[c:6]3[c:11]1[C:10](=[O:12])[C:9]([O:13][CH3:14])=[CH:8][C:7]3=[O:15])[C:17](=[O:37])[C:18]1([CH2:19][CH2:20][c:21]3[cH:22][c:23]4[cH:24][c:25]([CH:33]=[O:34])[nH:26][c:27](=[O:32])[c:28]4[c:29]([OH:31])[c:30]31)[C:35]2=[O:36].[cH:48]1[cH:49][cH:50][n:51][cH:52][cH:53]1>>[OH:1][c:2]1[c:3]2[c:4]([c:5]([OH:16])[c:6]3[c:11]1[C:10](=[O:12])[C:9]([O:13][CH3:14])=[CH:8][C:7]3=[O:15])[C:17](=[O:37])[C:18]1([CH2:19][CH2:20][c:21]3[cH:22][c:23]4[cH:24][c:25]([CH:33]=[N:47][O:46][CH2:39][c:40]5[cH:41][cH:42][cH:43][cH:44][cH:45]5)[nH:26][c:27](=[O:32])[c:28]4[c:29]([OH:31])[c:30]31)[C:35]2=[O:36].